From a dataset of the Open Reaction Database (ORD), a public repository of structured organic reaction records. describe an organic reaction: reactants, conditions, products, and yield Yield: 81.9%. The reactants are O=C1N(C2=CC=CC=C2C12C1=C(OC2)C=C2OCCC2=C1)CC=1C=C(C(=O)OC)C=CC1 (methyl 3-[(2′-oxo-5,6-dihydrospiro[benzo[1,2-b:5,4-b′]difuran-3,3′-indol]-1′(2′H)-yl)methyl]benzoate), O.[OH-].[Li+] (lithium hydroxide monohydrate). Conditions: time 16 hour. RXN SMILES: [O:1]=[C:2]1[C:10]2([CH2:14][O:13][C:12]3[CH:15]=[C:16]4[C:20](=[CH:21][C:11]2=3)[CH2:19][CH2:18][O:17]4)[C:9]2[C:4](=[CH:5][CH:6]=[CH:7][CH:8]=2)[N:3]1[CH2:22][C:23]1[CH:24]=[C:25]([CH:30]=[CH:31][CH:32]=1)[C:26]([O:28]C)=[O:27].O.[OH-].[Li+]>O1CCCC1.O>[O:1]=[C:2]1[C:10]2([CH2:14][O:13][C:12]3[CH:15]=[C:16]4[C:20](=[CH:21][C:11]2=3)[CH2:19][CH2:18][O:17]4)[C:9]2[C:4](=[CH:5][CH:6]=[CH:7][CH:8]=2)[N:3]1[CH2:22][C:23]1[CH:24]=[C:25]([CH:30]=[CH:31][CH:32]=1)[C:26]([OH:28])=[O:27] |f:1.2.3|. Procedure: To a solution of methyl 3-[(2′-oxo-5,6-dihydrospiro[benzo[1,2-b:5,4-b′]difuran-3,3′-indol]-1′(2′H)-yl)methyl]benzoate (2.80 g, 6.5 mmol) in tetrahydrofuran (30 mL) and water (10 mL) was added lithium hydroxide monohydrate (0.82 g, 19 mmol). The reaction mixture was stirred at ambient temperature for 16 h. Most of the tetrahydrofuran was removed in vacuo and the resultant solution was washed with diethyl ether (2×50 mL). The aqueous phase was rendered acidic to litmus by the addition of 1 M hydro... Product: O=C1N(C2=CC=CC=C2C12C1=C(OC2)C=C2OCCC2=C1)CC=1C=C(C(=O)O)C=CC1 (3-[(2′-oxo-5,6-dihydrospiro[benzo[1,2-b:5,4-b′]difuran-3,3′-indol]-1′(2′H)-yl)methyl]benzoic acid). Solvent: O1CCCC1 (tetrahydrofuran), O (water).